Task: describe an organic reaction: reactants, conditions, products, and yield. Dataset: the Open Reaction Database (ORD), a public repository of structured organic reaction records Reactants: OCC1=CC=C2C=CN(C2=C1)C(C)C (6-hydroxymethyl-1-(2-propyl)indole), [H-].[Na+] (NaH), ice water, CI (methyl iodide). Run in CN(C=O)C (N,N-dimethylformamide), CN(C=O)C (N,N-dimethylformamide). Conditions: temperature 0 celsius, time 1 hour. Product: COCC1=CC=C2C=CN(C2=C1)C(C)C (6-methoxymethyl-1-(2-propyl) indole). Isolated yield 46.6%. As a reaction SMILES: [OH:1][CH2:2][C:3]1[CH:11]=[C:10]2[C:6]([CH:7]=[CH:8][N:9]2[CH:12]([CH3:14])[CH3:13])=[CH:5][CH:4]=1.[H-].[Na+].[CH3:17]I>CN(C)C=O>[CH3:17][O:1][CH2:2][C:3]1[CH:11]=[C:10]2[C:6]([CH:7]=[CH:8][N:9]2[CH:12]([CH3:14])[CH3:13])=[CH:5][CH:4]=1 |f:1.2|. Procedure details: A solution of 6-hydroxymethyl-1-(2-propyl)indole (0.214 g, 1.13 mmole) in 2 mL of anhydrous N,N-dimethylformamide was added dropwise to a slurry of 95% NaH (35.2 mg, 1.36 mmole) in 6 mL of anhydrous N,N-dimethylformamide at 0° C. under argon and the reaction mixture was stirred at 0° C. for 1 h followed by addition of methyl iodide (84.7 mL, 1.356 mmole). The reaction was then stirred at 20° C. under argon for 17 h. It was poured into ice-water (50 mL) and extracted with ethyl acetate. The ethyl... The reactants are S1C=NC=C1 (Thiazole), O=C1CCC(CC1)C(=O)OCC (ethyl 4-oxocyclohexane-carboxylate). Run in C1CCOC1 (THF), C1CCOC1 (THF). Conditions: temperature 0 celsius, time 45 minute. Product: OC1(CCC(CC1)C(=O)OCC)C=1SC=CN1 (ethyl 4-hydroxy-4-(1,3-thiazol-2-yl)cyclohexanecarboylate). Isolated yield 62.6%. As a reaction SMILES: [S:1]1[CH:5]=[CH:4][N:3]=[CH:2]1.[O:6]=[C:7]1[CH2:12][CH2:11][CH:10]([C:13]([O:15][CH2:16][CH3:17])=[O:14])[CH2:9][CH2:8]1>C1COCC1>[OH:6][C:7]1([C:2]2[S:1][CH:5]=[CH:4][N:3]=2)[CH2:8][CH2:9][CH:10]([C:13]([O:15][CH2:16][CH3:17])=[O:14])[CH2:11][CH2:12]1. Reported procedure: Isopropylmagnesium chloride/lithium chloride complex (1.3 M, 119 mL, 154 mmol) was added to a flask and cooled to 0° C. and then diluted with 50 mL THF. Thiazole (13.0 g, 154 mmol) was added over 30 minutes making sure the temperature did not exceed 5° C. The orange slurry was stirred for 45 minutes and then cooled to −20° C. and ethyl 4-oxocyclohexane-carboxylate (25.0 g, 147 mmol) in THF (25 mL) was added and then stirred for 50 minutes. The solution was cooled to 5° C. and then quenched with ... Starting materials: O=C([O-])[O-], CCCCO, COc1ccccc1N1CCNCC1, CCO, CC(C)N1CC(CCCCCl)OC1=O, [I-], [K+], [K+], [K+]. Product: COc1ccccc1N1CCN(CCCCC2CN(C(C)C)C(=O)O2)CC1, Cl. As a reaction SMILES: [C:29](=[O:30])([O-:31])[O-:32].[CH2:37]([OH:38])[CH2:39][CH2:40][CH3:41].[CH3:15][O:16][c:17]1[c:18]([N:23]2[CH2:24][CH2:25][NH:26][CH2:27][CH2:28]2)[cH:19][cH:20][cH:21][cH:22]1.[CH3:42][CH2:43][OH:44].[Cl:1][CH2:2][CH2:3][CH2:4][CH2:5][CH:6]1[CH2:7][N:8]([CH:12]([CH3:13])[CH3:14])[C:9](=[O:11])[O:10]1.[I-:36].[K+:33].[K+:34].[K+:35]>>[CH2:2]([CH2:3][CH2:4][CH2:5][CH:6]1[CH2:7][N:8]([CH:12]([CH3:13])[CH3:14])[C:9](=[O:11])[O:10]1)[N:26]1[CH2:25][CH2:24][N:23]([c:18]2[c:17]([O:16][CH3:15])[cH:22][cH:21][cH:20][cH:19]2)[CH2:28][CH2:27]1.[ClH:1]. Reported procedure: Prepared in analogy to example 1b from 6-amino-1,3,3-trimethylindolin-2-one and 4-methylnicotinic acid. The title compound was obtained as red oil. The product is CC1=CC=NC=C1C(=O)NC1=CC=C2C(C(N(C2=C1)C)=O)(C)C (4-Methyl-N-(1,3,3-trimethyl-2-oxoindolin-6-yl)nicotinamide). Reactants: NC1=CC=C2C(C(N(C2=C1)C)=O)(C)C (6-amino-1,3,3-trimethylindolin-2-one), CC1=CC=NC=C1C(=O)O (4-methylnicotinic acid). RXN SMILES: [NH2:1][C:2]1[CH:10]=[C:9]2[C:5]([C:6]([CH3:14])([CH3:13])[C:7](=[O:12])[N:8]2[CH3:11])=[CH:4][CH:3]=1.[CH3:15][C:16]1[C:21]([C:22](O)=[O:23])=[CH:20][N:19]=[CH:18][CH:17]=1>>[CH3:15][C:16]1[C:21]([C:22]([NH:1][C:2]2[CH:10]=[C:9]3[C:5]([C:6]([CH3:14])([CH3:13])[C:7](=[O:12])[N:8]3[CH3:11])=[CH:4][CH:3]=2)=[O:23])=[CH:20][N:19]=[CH:18][CH:17]=1. The reactants are CC1(C)Cc2ccc(C#N)cc2C1NC(=O)c1cc2cc([N+](=O)[O-])ccc2[nH]1, C1CCOC1, CO. Product: CC1(C)Cc2ccc(C#N)cc2C1NC(=O)c1cc2cc(N)ccc2[nH]1. As a reaction SMILES: [C:1](#[N:2])[c:3]1[cH:4][cH:5][c:6]2[c:10]([cH:11]1)[CH:9]([NH:12][C:13](=[O:14])[c:15]1[nH:16][c:17]3[cH:18][cH:19][c:20]([N+:24]([O-:25])=[O:26])[cH:21][c:22]3[cH:23]1)[C:8]([CH3:27])([CH3:28])[CH2:7]2.[CH2:29]1[O:30][CH2:31][CH2:32][CH2:33]1.[CH3:34][OH:35]>>[C:1](#[N:2])[c:3]1[cH:4][cH:5][c:6]2[c:10]([cH:11]1)[CH:9]([NH:12][C:13](=[O:14])[c:15]1[nH:16][c:17]3[cH:18][cH:19][c:20]([NH2:24])[cH:21][c:22]3[cH:23]1)[C:8]([CH3:27])([CH3:28])[CH2:7]2. Starting materials: CC(=O)[O-], CC(=O)[O-], C1CCNCC1, CO, C#CC(O)(c1ccccc1)c1ccccc1F, [H][H], O, O, [Zn+2]. Yields the product C=CC(O)(c1ccccc1)c1ccccc1F. As a reaction SMILES: [C:28]([O-:29])(=[O:30])[CH3:31].[C:33]([O-:34])(=[O:35])[CH3:36].[CH2:18]1[CH2:19][CH2:20][NH:21][CH2:22][CH2:23]1.[CH3:37][OH:38].[F:1][c:2]1[c:3]([C:4]([c:5]2[cH:6][cH:7][cH:8][cH:9][cH:10]2)([OH:11])[C:12]#[CH:13])[cH:14][cH:15][cH:16][cH:17]1.[H:24][H:25].[OH2:26].[OH2:27].[Zn+2:32]>>[F:1][c:2]1[c:3]([C:4]([c:5]2[cH:6][cH:7][cH:8][cH:9][cH:10]2)([OH:11])[CH:12]=[CH2:13])[cH:14][cH:15][cH:16][cH:17]1. Starting materials: CC(Cl)c1cccnc1, Clc1ccc(O[C@@H]2CCNC2)nn1. The reagents and catalysts are O=C([O-])[O-].[Cs+].[Cs+] (cesium carbonate), [I-].[K+] (potassium iodide). Run in CN(C)C=O (DMF), CN(C)C=O (dmf), CN(C)C=O (DMF). Run at temperature 70 celsius, time 16 hour. Yields the product CC(c1cccnc1)N1CC[C@@H](Oc2ccc(Cl)nn2)C1.